This data is from the Open Reaction Database (ORD), a public repository of structured organic reaction records. The task is: describe an organic reaction: reactants, conditions, products, and yield The reactants are C(C)(=O)Cl (acetylchloride), NC1=NC(=CC(=N1)Cl)N (2,6-diamino-4-chloro-pyrimidine), C1(CCCCC1)[N+]#[C-] (cyclohexylisonitrile), C(C)=O (acetaldehyde). Run in Cl(=O)(=O)(=O)O (perchloric acid). Yields the product [Cl-].C(C)(=O)[N+]=1C(=C(N2C1N=C(C=C2N)Cl)NC2CCCCC2)C (1-acetyl-5-amino-7-chloro-3-cyclohexylamino-2-methyl-imidazo[1,2-a]pyrimidin-1-ium chloride). Reaction SMILES: [NH2:1][C:2]1[N:7]=[C:6]([Cl:8])[CH:5]=[C:4]([NH2:9])[N:3]=1.[CH:10]1([N+:16]#[C-:17])[CH2:15][CH2:14][CH2:13][CH2:12][CH2:11]1.[CH:18](=[O:20])[CH3:19].[C:21]([Cl:24])(=O)[CH3:22]>Cl(O)(=O)(=O)=O>[Cl-:8].[C:18]([N+:7]1[C:6]([CH3:5])=[C:17]([NH:16][CH:10]2[CH2:15][CH2:14][CH2:13][CH2:12][CH2:11]2)[N:3]2[C:4]([NH2:9])=[CH:22][C:21]([Cl:24])=[N:1][C:2]=12)(=[O:20])[CH3:19] |f:5.6|. Reported procedure: Example 25 was carried out in accordance with the general directions for synthesis in process step a) from 1.0 ml (0.1 mmol) 2,6-diamino-4-chloro-pyrimidine (0.1 M, DCM), 0.575 ml (0.115 mmol) cyclohexylisonitrile solution (0.2 M, DCM), 0.500 ml (0.15 mmol) acetaldehyde solution (0.3 M, DCM) and 10 μL perchloric acid (w=20%) and in process step c) and d) by reacting the resultant reaction product with 0.4 mmol acetylchloride.